This data is from the Open Reaction Database (ORD), a public repository of structured organic reaction records. The task is: describe an organic reaction: reactants, conditions, products, and yield The reactants are CS(C)=O, CC(=O)Nc1nc2ccc(-c3ccnc(Cl)n3)cc2s1, [H-], [Na+], NS(=O)(=O)c1ccccc1. The product is CC(=O)Nc1nc2ccc(-c3ccnc(NS(=O)(=O)c4ccccc4)n3)cc2s1. Reaction SMILES: [CH3:33][S:34]([CH3:35])=[O:36].[Cl:13][c:14]1[n:15][cH:16][cH:17][c:18](-[c:20]2[cH:21][c:22]3[c:23]([n:24][c:25]([NH:27][C:28]([CH3:29])=[O:30])[s:26]3)[cH:31][cH:32]2)[n:19]1.[H-:12].[Na+:11].[c:1]1([S:7](=[O:8])(=[O:9])[NH2:10])[cH:2][cH:3][cH:4][cH:5][cH:6]1>>[c:1]1([S:7](=[O:8])(=[O:9])[NH:10][c:14]2[n:15][cH:16][cH:17][c:18](-[c:20]3[cH:21][c:22]4[c:23]([n:24][c:25]([NH:27][C:28]([CH3:29])=[O:30])[s:26]4)[cH:31][cH:32]3)[n:19]2)[cH:2][cH:3][cH:4][cH:5][cH:6]1. As a reaction SMILES: [CH3:1][O:2][CH2:3][CH2:4][OH:5].[CH3:20][O:21][C:22]([CH3:23])([CH3:24])[CH3:25].[Cl:8][c:9]1[n:10][cH:11][c:12]([N+:16](=[O:17])[O-:18])[c:13]([CH3:15])[cH:14]1.[H-:7].[Na+:6].[OH2:19]>>[CH3:1][O:2][CH2:3][CH2:4][O:5][c:9]1[n:10][cH:11][c:12]([N+:16](=[O:17])[O-:18])[c:13]([CH3:15])[cH:14]1. Starting materials: COCCO, COC(C)(C)C, Cc1cc(Cl)ncc1[N+](=O)[O-], [H-], [Na+], O. Yields the product COCCOc1cc(C)c([N+](=O)[O-])cn1. Isolated yield 171.0%. Starting materials: ClC=1C=C2C=3N(C(C(NC3C1)=O)=O)[C@@H](CC2)CC(NC2=C(C=C(C=C2)CNC(=O)OC(C)(C)C)OCC(=O)OC(C)(C)C)=O ((S)-9-chloro-5-[p-tert-butoxycarbonylaminomethyl-o-(tert-butoxycarbonylmethoxy) phenylcarbamoylmethyl]-6,7-dihydro-1H, 5H pyrido[1,2,3-de]quinoxaline-2,3-dione). Procedure: A suspension of (S)-9-chloro-5-[p-tert-butoxycarbonylaminomethyl-o-(tert-butoxycarbonylmethoxy) phenylcarbamoylmethyl]-6,7-dihydro-1H, 5H pyrido[1,2,3-de]quinoxaline-2,3-dione (1.30 g) in 4N hydrogen chloride in 1,4-dioxane (50 mL) was stirred for 20 h at room temperature and 2N hydrochloric acid (35 mL) was added. The mixture was stirred further for 1 h and concentrated in vacuo. The residue was recrystallized from water to give 900 mg of the title compound. Run in Cl (hydrogen chloride), O1CCOCC1 (1,4-dioxane), Cl (hydrochloric acid). RXN SMILES: [Cl:1][C:2]1[CH:3]=[C:4]2[CH2:16][CH2:15][C@@H:14]([CH2:17][C:18](=[O:44])[NH:19][C:20]3[CH:25]=[CH:24][C:23]([CH2:26][NH:27]C(OC(C)(C)C)=O)=[CH:22][C:21]=3[O:35][CH2:36][C:37]([O:39]C(C)(C)C)=[O:38])[N:6]3[C:7](=[O:13])[C:8](=[O:12])[NH:9][C:10]([CH:11]=1)=[C:5]23>Cl.O1CCOCC1>[ClH:1].[Cl:1][C:2]1[CH:3]=[C:4]2[CH2:16][CH2:15][C@@H:14]([CH2:17][C:18](=[O:44])[NH:19][C:20]3[CH:25]=[CH:24][C:23]([CH2:26][NH2:27])=[CH:22][C:21]=3[O:35][CH2:36][C:37]([OH:39])=[O:38])[N:6]3[C:7](=[O:13])[C:8](=[O:12])[NH:9][C:10]([CH:11]=1)=[C:5]23 |f:3.4|. Conditions: time 20 hour. Yields the product Cl.ClC=1C=C2C=3N(C(C(NC3C1)=O)=O)[C@@H](CC2)CC(NC2=C(C=C(C=C2)CN)OCC(=O)O)=O ((S)-9-Chloro-5-[p-aminomethyl-o-(carboxymethoxy)phenylcarbamoylmethyl]-6,7-dihydro-1H, 5H-pyrido[1,2,3-de]quinoxaline-2,3-dione hydrochloride). The reactants are O=C(CC(=O)OCC)C (ethyl 3-oxobutanoate), C1(CCCC1)Br (cyclopentyl bromide), [O-]CC.[Na+] (sodium ethoxide). Conditions: temperature 22.5 celsius. Reported procedure: A mixture of ethyl 3-oxobutanoate (0.5 mol), cyclopentyl bromide (0.5 mol) and sodium ethoxide (0.5 mol) in ethanol (100 ml) was heated under reflux for 15 hours. The reaction mixture was cooled to about 20-25° C., and 71 g of the title compound were then isolated by distillation (96-100° C., 0.25 mbar). Yield: 71.6%. The solvent is C(C)O (ethanol). As a reaction SMILES: [O:1]=[C:2]([CH3:9])[CH2:3][C:4]([O:6][CH2:7][CH3:8])=[O:5].[CH:10]1(Br)[CH2:14][CH2:13][CH2:12][CH2:11]1.[O-]CC.[Na+]>C(O)C>[CH:10]1([CH:3]([C:2](=[O:1])[CH3:9])[C:4]([O:6][CH2:7][CH3:8])=[O:5])[CH2:14][CH2:13][CH2:12][CH2:11]1 |f:2.3|. Yields the product C1(CCCC1)C(C(=O)OCC)C(C)=O (ethyl 2-cyclopentyl-3-oxobutanoate).